This data is from the Open Reaction Database (ORD), a public repository of structured organic reaction records. The task is: describe an organic reaction: reactants, conditions, products, and yield Run in CCCCCCC.CCOC(=O)C (Heptane EtOAc). RXN SMILES: Cl[CH2:2][CH2:3][CH2:4][N:5]1[C:10]2[CH:11]=[CH:12][C:13]([CH3:15])=[CH:14][C:9]=2[O:8][CH2:7][C:6]1=[O:16].C([O-])([O-])=O.[K+].[K+].[Na+].[I-].[CH2:25]([CH:29]1[CH2:34][CH2:33][NH:32][CH2:31][CH2:30]1)[CH2:26][CH2:27][CH3:28]>CCCCCCC.CCOC(C)=O>[CH2:25]([CH:29]1[CH2:34][CH2:33][N:32]([CH2:2][CH2:3][CH2:4][N:5]2[C:10]3[CH:11]=[CH:12][C:13]([CH3:15])=[CH:14][C:9]=3[O:8][CH2:7][C:6]2=[O:16])[CH2:31][CH2:30]1)[CH2:26][CH2:27][CH3:28] |f:1.2.3,4.5,7.8|. Reactants: ClCCCN1C(COC2=C1C=CC(=C2)C)=O (4-(3-Chloropropyl)-7-methyl-4H-benzo[1,4]oxazin-3-one), C(=O)([O-])[O-].[K+].[K+] (K2CO3), [Na+].[I-] (NaI), C(CCC)C1CCNCC1 (4-butylpiperidine). Product: C(CCC)C1CCN(CC1)CCCN1C(COC2=C1C=CC(=C2)C)=O (4-[3-(4-Butylpiperidin-1-yl)propyl]-7-methyl-4H-benzo[1,4]oxazin-3-one). The yield is 78.5%. Reported procedure: 4-(3-Chloropropyl)-7-methyl-4H-benzo[1,4]oxazin-3-one (81MF2246b) (1.64 g, 6.84 mmol), K2CO3 (1.89 g, 13.68 mmol), NaI (2.05 g, 13.68 mmol) and 4-butylpiperidine (1.02 g, 7.18 mmol) were mixed according to GP11. CC (SiO2; Heptane/EtOAc 10:1-4) gave the title compound (81MF2246F) (1.85 g, 79%). 1H NMR (CDCl3) δ 6.97 (d, J=8.0 Hz, 1H), 6.82-6.78 (m, 2H), 4.54 (s, 2H), 3.94 (t, J=7.2 Hz, 2H), 2.86 (d, J=10.8 Hz, 2H), 2.37 (t, J=7.0 Hz, 2H), 2.28 (s, 3H), 1.92-1.79 (m, 4H), 1.66 (d, J=9.2 Hz, 2H), 1... Reactants: CC(=O)Oc1cccnc1C#C[Si](C)(C)C, CCCC[N+](CCCC)(CCCC)CCCC, C1CCOC1, [F-], O. Product: C#Cc1ncccc1OC(C)=O. Reaction SMILES: [C:1]([CH3:2])(=[O:3])[O:4][c:5]1[c:6]([C:11]#[C:12][Si:13]([CH3:14])([CH3:15])[CH3:16])[n:7][cH:8][cH:9][cH:10]1.[CH2:19]([N+:20]([CH2:21][CH2:22][CH2:23][CH3:24])([CH2:25][CH2:26][CH2:27][CH3:28])[CH2:29][CH2:30][CH2:31][CH3:32])[CH2:33][CH2:34][CH3:35].[CH2:36]1[O:37][CH2:38][CH2:39][CH2:40]1.[F-:18].[OH2:17]>>[C:1]([CH3:2])(=[O:3])[O:4][c:5]1[c:6]([C:11]#[CH:12])[n:7][cH:8][cH:9][cH:10]1. Reactants: CCO, CC(C)CC(C(=O)OCC1CC1)c1cc(Cl)c(-c2ccc3nonc3c2)c(OCC2CC2)c1, [K+], [OH-], O. RXN SMILES: [CH3:36][CH2:37][OH:38].[CH:1]1([CH2:2][O:5][C:6]([CH:7]([CH2:8][CH:9]([CH3:10])[CH3:11])[c:12]2[cH:13][c:14]([Cl:32])[c:15](-[c:23]3[cH:24][cH:25][c:26]4[c:27]([n:28][o:29][n:30]4)[cH:31]3)[c:16]([O:18][CH2:19][CH:20]3[CH2:21][CH2:22]3)[cH:17]2)=[O:33])[CH2:3][CH2:4]1.[K+:35].[OH-:34].[OH2:39]>>[O:5]=[C:6]([CH:7]([CH2:8][CH:9]([CH3:10])[CH3:11])[c:12]1[cH:13][c:14]([Cl:32])[c:15](-[c:23]2[cH:24][cH:25][c:26]3[c:27]([n:28][o:29][n:30]3)[cH:31]2)[c:16]([O:18][CH2:19][CH:20]2[CH2:21][CH2:22]2)[cH:17]1)[OH:33]. The product is CC(C)CC(C(=O)O)c1cc(Cl)c(-c2ccc3nonc3c2)c(OCC2CC2)c1.